From a dataset of the Open Reaction Database (ORD), a public repository of structured organic reaction records. describe an organic reaction: reactants, conditions, products, and yield Reactants: C(C)(C)(C)C1=CC=C(C=C1)NC1=CC=C(C=C1)C(C)(C)C (4,4'-ditertiarybutyl-N,N-diphenylamine), IC1=CC=C(C=C1)C1=CC=C(C=C1)I (4,4'-diiodobiphenyl), C([O-])([O-])=O.[K+].[K+] (potassium carbonate), [N+](=O)([O-])C1=CC=CC=C1 (nitrobenzene). Reagents/catalysts: [Cu] (copper). Yields the product C(C)(C)(C)C1=CC=C(C=C1)N(C1=CC=C(C=C1)C1=CC=C(N(C2=CC=C(C=C2)C(C)(C)C)C2=CC=C(C=C2)C(C)(C)C)C=C1)C1=CC=C(C=C1)C(C)(C)C (N,N,N',N'-tetrakis(p-tertiarybutylphenyl)benzidine). Yield: 31.7%. As a reaction SMILES: [C:1]([C:5]1[CH:10]=[CH:9][C:8]([NH:11][C:12]2[CH:17]=[CH:16][C:15]([C:18]([CH3:21])([CH3:20])[CH3:19])=[CH:14][CH:13]=2)=[CH:7][CH:6]=1)([CH3:4])([CH3:3])[CH3:2].I[C:23]1[CH:28]=[CH:27][C:26]([C:29]2[CH:34]=[CH:33][C:32](I)=[CH:31][CH:30]=2)=[CH:25][CH:24]=1.C(=O)([O-])[O-].[K+].[K+].[N+:42]([C:45]1[CH:50]=[CH:49][CH:48]=[CH:47][CH:46]=1)([O-])=O>[Cu]>[C:18]([C:15]1[CH:14]=[CH:13][C:12]([N:11]([C:8]2[CH:9]=[CH:10][C:5]([C:1]([CH3:4])([CH3:3])[CH3:2])=[CH:6][CH:7]=2)[C:23]2[CH:28]=[CH:27][C:26]([C:29]3[CH:34]=[CH:33][C:32]([N:42]([C:8]4[CH:9]=[CH:10][C:5]([C:1]([CH3:4])([CH3:2])[CH3:3])=[CH:6][CH:7]=4)[C:45]4[CH:50]=[CH:49][C:48]([C:15]([CH3:18])([CH3:16])[CH3:14])=[CH:47][CH:46]=4)=[CH:31][CH:30]=3)=[CH:25][CH:24]=2)=[CH:17][CH:16]=1)([CH3:21])([CH3:20])[CH3:19] |f:2.3.4|. Procedure: 13.4 g (0.048 mol) of 4,4'-ditertiarybutyl-N,N-diphenylamine, 7.7 g (0.019 mol) of 4,4'-diiodobiphenyl, 7.7 g (0.056 mol) of anhydrous potassium carbonate, 0.53 g (0.008 mol) of copper powder, and 5 ml of nitrobenzene were mixed. The reaction mixture was then allowed to undergo reaction at a temperature of 200° to 215° C. for 4 hours. The reaction product was then extracted with 100 ml of THF. The insoluble contents were removed by filtration. The filtrate was then concentrated to obtain a cryst... Starting materials: F[B-](F)(F)F, NC1CCC(N2CCN(Cc3ccccc3)CC2)CC1, COc1cc(C(=O)O)ccc1Nc1ncc2c(n1)N(C1CCCC1)CC1(CC1)C(=O)N2C, CCN(C(C)C)C(C)C, CN(C)C=O, CN(C)C(On1nnc2ccccc21)=[N+](C)C. Product: COc1cc(C(=O)NC2CCC(N3CCN(Cc4ccccc4)CC3)CC2)ccc1Nc1ncc2c(n1)N(C1CCCC1)CC1(CC1)C(=O)N2C. Reaction SMILES: [B-:42]([F:43])([F:44])([F:45])[F:46].[CH2:64]([c:65]1[cH:66][cH:67][cH:68][cH:69][cH:70]1)[N:71]1[CH2:72][CH2:73][N:74]([CH:77]2[CH2:78][CH2:79][CH:80]([NH2:83])[CH2:81][CH2:82]2)[CH2:75][CH2:76]1.[CH:1]1([N:6]2[c:7]3[c:8]([cH:17][n:18][c:19]([NH:21][c:22]4[c:23]([O:31][CH3:32])[cH:24][c:25]([C:26](=[O:27])[OH:28])[cH:29][cH:30]4)[n:20]3)[N:9]([CH3:16])[C:10](=[O:15])[C:11]3([CH2:12][CH2:13]3)[CH2:14]2)[CH2:2][CH2:3][CH2:4][CH2:5]1.[CH:33]([N:34]([CH2:35][CH3:36])[CH:37]([CH3:38])[CH3:39])([CH3:40])[CH3:41].[O:84]=[CH:85][N:86]([CH3:87])[CH3:88].[n:47]1([O:48][C:49]([N:50]([CH3:51])[CH3:52])=[N+:53]([CH3:54])[CH3:55])[c:56]2[cH:57][cH:58][cH:59][cH:60][c:61]2[n:62][n:63]1>>[CH:1]1([N:6]2[c:7]3[c:8]([cH:17][n:18][c:19]([NH:21][c:22]4[c:23]([O:31][CH3:32])[cH:24][c:25]([C:26](=[O:28])[NH:83][CH:80]5[CH2:79][CH2:78][CH:77]([N:74]6[CH2:73][CH2:72][N:71]([CH2:64][c:65]7[cH:66][cH:67][cH:68][cH:69][cH:70]7)[CH2:76][CH2:75]6)[CH2:82][CH2:81]5)[cH:29][cH:30]4)[n:20]3)[N:9]([CH3:16])[C:10](=[O:15])[C:11]3([CH2:12][CH2:13]3)[CH2:14]2)[CH2:2][CH2:3][CH2:4][CH2:5]1. Starting materials: [H-].[Na+] (sodium hydride), resultant mixture, FC=1C(=C2C=3N(C(CO2)C)C=C(C(C3C1)=O)C(=O)OCC)F (ethyl 9,10-difluoro-2,3-dihydro-3-methyl-7-oxo-7H-pyrido[1,2,3-de][1,4]-benzoxazine6-carboxylate), C(C)(C)(C)OC(=O)N1CC(CC1)O (1-t-butoxycarbonyl-3-hydroxypyrrolidine), C1CCC2=NCCCN2CC1 (DBU). The solvent is C(Cl)(Cl)Cl (chloroform), CS(=O)C (DMSO). Reaction conditions: time 2.5 hour. Yields the product C(C)(C)(C)OC(=O)N1CC(CC1)OC=1C(=CC2=C3N(C(COC31)C)C=C(C2=O)C(=O)OCC)F (ethyl 10-(1-t-butoxycarbonyl-3-pyrrolidinyloxy)-9-fluoro2,3-dihydro-3-methyl-7-oxo-7H-pyrido[1,2,3-de][1,4]-benzoxazine-6-carboxylate). Yield: 54.3%. Reaction SMILES: [F:1][C:2]1[C:3](F)=[C:4]2[O:9][CH2:8][CH:7]([CH3:10])[N:6]3[CH:11]=[C:12]([C:17]([O:19][CH2:20][CH3:21])=[O:18])[C:13](=[O:16])[C:14]([CH:15]=1)=[C:5]23.[C:23]([O:27][C:28]([N:30]1[CH2:34][CH2:33][CH:32]([OH:35])[CH2:31]1)=[O:29])([CH3:26])([CH3:25])[CH3:24].C1CCN2C(=NCCC2)CC1.[H-].[Na+]>C(Cl)(Cl)Cl.CS(C)=O>[C:23]([O:27][C:28]([N:30]1[CH2:34][CH2:33][CH:32]([O:35][C:3]2[C:2]([F:1])=[CH:15][C:14]3[C:13](=[O:16])[C:12]([C:17]([O:19][CH2:20][CH3:21])=[O:18])=[CH:11][N:6]4[CH:7]([CH3:10])[CH2:8][O:9][C:4]=2[C:5]=34)[CH2:31]1)=[O:29])([CH3:26])([CH3:24])[CH3:25] |f:3.4|. Reported procedure: To a mixture of 263 mg of ethyl 9,10-difluoro-2,3-dihydro-3-methyl-7-oxo-7H-pyrido[1,2,3-de][1,4]-benzoxazine6-carboxylate, 318 mg of 1-t-butoxycarbonyl-3-hydroxypyrrolidine, 194 mg of DBU and 3 ml of DMSO was added 74 mg of 55% sodium hydride while the former was stirred at room temperature for 2.5 hours. After the resultant mixture was stirred at room temperature, the reaction mixture was diluted with chloroform and then successively washed with 10% citric acid and saturated saline. The organi... Reactants: CO, CNc1cc(Cl)cc(NCCOC)c1[N+](=O)[O-], O. Yields the product CNc1cc(OC)cc(NCCOC)c1[N+](=O)[O-]. RXN SMILES: [CH3:18][OH:19].[CH3:1][NH:2][c:3]1[c:4]([N+:15](=[O:16])[O-:17])[c:5]([NH:10][CH2:11][CH2:12][O:13][CH3:14])[cH:6][c:7]([Cl:9])[cH:8]1.[OH2:20]>>[CH3:1][NH:2][c:3]1[c:4]([N+:15](=[O:16])[O-:17])[c:5]([NH:10][CH2:11][CH2:12][O:13][CH3:14])[cH:6][c:7]([O:19][CH3:18])[cH:8]1. Procedure: To a solution of 1-(2-hydroxyethyl)-4-[(4-hydroxy-2-methylphenyl)methyl]-5-isopropyl-3-(2,3,4,6-tetra-O-pivaloyl-β-D-glucopyranosyloxy)-1H-pyrazole (0.69 g), 1-bromo-3-chloropropane (0.22 mL) and tetra(n-butyl)ammonium bromide (0.14 g) in tetrahydrofuran (8 mL) was added 5 mol/L aqueous sodium hydroxide solution (0.43 mL), and the mixture was stirred at room temperature overnight. The reaction mixture was poured into 0.5 mol/L hydrochloric acid, and the resulting mixture was extracted with dieth... The product is ClCCCOC1=CC(=C(C=C1)CC=1C(=NN(C1C(C)C)CCO)O[C@H]1[C@H](OC(C(C)(C)C)=O)[C@@H](OC(C(C)(C)C)=O)[C@H](OC(C(C)(C)C)=O)[C@H](O1)COC(C(C)(C)C)=O)C (4-{[4-(3-Chloropropoxy)-2-methylphenyl]methyl}-1-(2-hydroxyethyl)-5-isopropyl-3-(2,3,4,6-tetra-O-pivaloyl-β-D-glucopyranosyloxy)-1H-pyrazole). Starting materials: Cl (hydrochloric acid), OCCN1N=C(C(=C1C(C)C)CC1=C(C=C(C=C1)O)C)O[C@H]1[C@H](OC(C(C)(C)C)=O)[C@@H](OC(C(C)(C)C)=O)[C@H](OC(C(C)(C)C)=O)[C@H](O1)COC(C(C)(C)C)=O (1-(2-hydroxyethyl)-4-[(4-hydroxy-2-methylphenyl)methyl]-5-isopropyl-3-(2,3,4,6-tetra-O-pivaloyl-β-D-glucopyranosyloxy)-1H-pyrazole), BrCCCCl (1-bromo-3-chloropropane), [OH-].[Na+] (sodium hydroxide). The solvent is O1CCCC1 (tetrahydrofuran). Run at time 8 hour. Reaction SMILES: [OH:1][CH2:2][CH2:3][N:4]1[C:8]([CH:9]([CH3:11])[CH3:10])=[C:7]([CH2:12][C:13]2[CH:18]=[CH:17][C:16]([OH:19])=[CH:15][C:14]=2[CH3:20])[C:6]([O:21][C@@H:22]2[O:48][C@H:47]([CH2:49][O:50][C:51](=[O:56])[C:52]([CH3:55])([CH3:54])[CH3:53])[C@@H:39]([O:40][C:41](=[O:46])[C:42]([CH3:45])([CH3:44])[CH3:43])[C@H:31]([O:32][C:33](=[O:38])[C:34]([CH3:37])([CH3:36])[CH3:35])[C@H:23]2[O:24][C:25](=[O:30])[C:26]([CH3:29])([CH3:28])[CH3:27])=[N:5]1.Br[CH2:58][CH2:59][CH2:60][Cl:61].[OH-].[Na+].Cl>[Br-].C([N+](CCCC)(CCCC)CCCC)CCC.O1CCCC1>[Cl:61][CH2:60][CH2:59][CH2:58][O:19][C:16]1[CH:17]=[CH:18][C:13]([CH2:12][C:7]2[C:6]([O:21][C@@H:22]3[O:48][C@H:47]([CH2:49][O:50][C:51](=[O:56])[C:52]([CH3:54])([CH3:53])[CH3:55])[C@@H:39]([O:40][C:41](=[O:46])[C:42]([CH3:45])([CH3:44])[CH3:43])[C@H:31]([O:32][C:33](=[O:38])[C:34]([CH3:35])([CH3:36])[CH3:37])[C@H:23]3[O:24][C:25](=[O:30])[C:26]([CH3:29])([CH3:28])[CH3:27])=[N:5][N:4]([CH2:3][CH2:2][OH:1])[C:8]=2[CH:9]([CH3:11])[CH3:10])=[C:14]([CH3:20])[CH:15]=1 |f:2.3,5.6|. Reagents/catalysts: [Br-].C(CCC)[N+](CCCC)(CCCC)CCCC (tetra(n-butyl)ammonium bromide). Reactants: NC1=NC=NC(=C1)OC1=CC=C(C=C1)[N+](=O)[O-] (4-amino-6-(4-nitrophenoxy)pyrimidine), CCN(C(C)C)C(C)C (DIPEA), COCC(=O)Cl (2-methoxyacetyl chloride). The solvent is C(Cl)Cl (DCM). Product: COCC(=O)NC1=NC=NC(=C1)OC1=CC=C(C=C1)[N+](=O)[O-] (2-Methoxy-N-(6-(4-nitrophenoxy)pyrimidin-4-yl)acetamide). Isolated yield 99.6%. As a reaction SMILES: [NH2:1][C:2]1[CH:7]=[C:6]([O:8][C:9]2[CH:14]=[CH:13][C:12]([N+:15]([O-:17])=[O:16])=[CH:11][CH:10]=2)[N:5]=[CH:4][N:3]=1.CCN(C(C)C)C(C)C.[CH3:27][O:28][CH2:29][C:30](Cl)=[O:31]>C(Cl)Cl>[CH3:27][O:28][CH2:29][C:30]([NH:1][C:2]1[CH:7]=[C:6]([O:8][C:9]2[CH:10]=[CH:11][C:12]([N+:15]([O-:17])=[O:16])=[CH:13][CH:14]=2)[N:5]=[CH:4][N:3]=1)=[O:31]. Procedure: To a solution of 4-amino-6-(4-nitrophenoxy)pyrimidine (560 mg, 2.41 mmol) and DIPEA (630 μL, 3.62 mmol) in DCM (15 mL) under nitrogen at 0° C. was added 2-methoxyacetyl chloride (330 μL, 3.62 mmol) dropwise over 5 min. The mixture was warmed to RT for 1 hr and the reaction was quenched by addition of a 1% solution of NH3 in MeOH (10 mL) and then evaporated in vacuo. The residue was partitioned between DCM (50 mL) and water (25 mL) and the organic layer was separated and washed with brine (25 mL)... Reactants: C1(=CC=CC=C1)C=1NC=2C=CC=C3C2C1CCNC3=O (2-Phenyl-3,4,5,6-tetrahydro-1H-azepino[5,4,3-cd]indol-6-one), tricyclic bromide, S1C(=CC=C1)B(O)O (thiophene-2-boronic acid). Yields the product S1C(=CC=C1)C=1NC=2C=CC=C3C2C1CCNC3=O (2-thiophen-2-yl-1,3,4,5-tetrahydro-azepino[5,4,3-cd]indol-6-one). As a reaction SMILES: [C:1]1([C:7]2[NH:8][C:9]3[CH:10]=[CH:11][CH:12]=[C:13]4[C:19](=[O:20])[NH:18][CH2:17][CH2:16][C:15]=2[C:14]=34)C=C[CH:4]=[CH:3][CH:2]=1.[S:21]1C=CC=C1B(O)O>>[S:21]1[CH:4]=[CH:3][CH:2]=[C:1]1[C:7]1[NH:8][C:9]2[CH:10]=[CH:11][CH:12]=[C:13]3[C:19](=[O:20])[NH:18][CH2:17][CH2:16][C:15]=1[C:14]=23. Procedure details: In a manner similar to that described for Compound 12, the tricyclic bromide (300 mg, 1.13 mmol) and thiophene-2-boronic acid (159 mg, 1.24 mmol) were coupled to yield 2-thiophen-2-yl-1,3,4,5-tetrahydro-azepino[5,4,3-cd]indol-6-one, 171 mg (56%) as a beige solid: m.p. 220.5-222.5° C.; 1H NMR (300 MHz d6-DMSO) δ 3.08 (m, 2H), 3.48 (m, 2H), 7.23 (m, 2H), 7.52 (m, 2H), 7.69 (m, 2H), 8.05 (br t, 1H), 11.60 (br s, 1H). MS (electrospray, MH+) 269. Anal. (C15H12N2)S 0.8 H2O) C, H, N. The reactants are C(C1=CC=CC=C1)N1N=C(C=C1CC1C(N(C2=C(N(C1=O)CC(=O)N(C1=CC=C(C=C1)OC)C(C)C)C=CC=C2)C2=CC=CC=C2)=O)C (2-[3-(2-Benzyl-5-methyl-2H-pyrazol-3ylmethyl)-2,4-dioxo-5-phenyl-2,3,4,5-tetrahydro-benzo[b][1,4]diazepin-1-yl]-N-isopropyl-N-(4-methoxy-phenyl)-acetamide). Reagents/catalysts: [Pd] (palladium on carbon). The solvent is C(=O)O (formic acid), C(C)O (ethanol). Product: C(C)(C)N(C(CN1C2=C(N(C(C(C1=O)CC=1NN=C(C1)C)=O)C1=CC=CC=C1)C=CC=C2)=O)C2=CC=C(C=C2)OC (N-Isopropyl-N-(4-methoxy-phenyl)-2-[3-(5-methyl-2H-pyrazol-3ylmethyl)-2,4-dioxo-5-phenyl-2,3,4,5-tetrahydro-benzo[b][1,4]diazepin-1-yl]-acetamide). Yield: 67.7%. Reaction SMILES: C([N:8]1[C:12]([CH2:13][CH:14]2[C:20](=[O:21])[N:19]([CH2:22][C:23]([N:25]([CH:34]([CH3:36])[CH3:35])[C:26]3[CH:31]=[CH:30][C:29]([O:32][CH3:33])=[CH:28][CH:27]=3)=[O:24])[C:18]3[CH:37]=[CH:38][CH:39]=[CH:40][C:17]=3[N:16]([C:41]3[CH:46]=[CH:45][CH:44]=[CH:43][CH:42]=3)[C:15]2=[O:47])=[CH:11][C:10]([CH3:48])=[N:9]1)C1C=CC=CC=1>C(O)=O.C(O)C.[Pd]>[CH:34]([N:25]([C:26]1[CH:27]=[CH:28][C:29]([O:32][CH3:33])=[CH:30][CH:31]=1)[C:23](=[O:24])[CH2:22][N:19]1[C:20](=[O:21])[CH:14]([CH2:13][C:12]2[NH:8][N:9]=[C:10]([CH3:48])[CH:11]=2)[C:15](=[O:47])[N:16]([C:41]2[CH:46]=[CH:45][CH:44]=[CH:43][CH:42]=2)[C:17]2[CH:40]=[CH:39][CH:38]=[CH:37][C:18]1=2)([CH3:35])[CH3:36]. Procedure: To a stirring solution of 194 mg (0.30 mmol) of 2-[3-(2-Benzyl-5-methyl-2H-pyrazol-3ylmethyl)-2,4-dioxo-5-phenyl-2,3,4,5-tetrahydro-benzo[b][1,4]diazepin-1-yl]-N-isopropyl-N-(4-methoxy-phenyl)-acetamide, prepared as in Example 54, in 10 mL of 5% formic acid (v/v) in absolute ethanol is added 190 mg of 10% palladium on carbon. The resulting mixture is heated to reflux for 2 h, then cooled to RT and filtered through a pad of Celite to remove the catalyst. The filtrate is concentrated, then poured ... Starting materials: ClC=1N=CC2=C(N1)CCCCCC2 (2-Chloro-5,6,7,8,9,10-hexahydrocycloocta[d]pyrimidine), NN (hydrazine). Run in N1=CC=CC=C1 (pyridine). Yields the product N(N)C=1N=CC2=C(N1)CCCCCC2 (2-hydrazinyl-5,6,7,8,9,10-hexahydrocycloocta[d]pyrimidine). RXN SMILES: Cl[C:2]1[N:3]=[CH:4][C:5]2[CH2:13][CH2:12][CH2:11][CH2:10][CH2:9][CH2:8][C:6]=2[N:7]=1.[NH2:14][NH2:15]>N1C=CC=CC=1>[NH:14]([C:2]1[N:3]=[CH:4][C:5]2[CH2:13][CH2:12][CH2:11][CH2:10][CH2:9][CH2:8][C:6]=2[N:7]=1)[NH2:15]. Reported procedure: 2-Chloro-5,6,7,8,9,10-hexahydrocycloocta[d]pyrimidine (1.5 g) was treated with anhydrous pyridine (15 mL) and anhydrous hydrazine (7 mL) at 120° C. for 3.75 h. The solvent was removed under vacuum. The residue was partitioned between chloroform and 1M aqueous potassium carbonate solution. The organic layer was dried over anhydrous sodium sulfate and concentrated under vacuum to give 2-hydrazinyl-5,6,7,8,9,10-hexahydrocycloocta[d]pyrimidine as a beige solid, 1.28 g; 1H NMR (CDCl3, 300 MHz) 8.00 (...